This data is from the Open Reaction Database (ORD), a public repository of structured organic reaction records. The task is: describe an organic reaction: reactants, conditions, products, and yield Starting materials: COC=1C=C(C=CC1[N+](=O)[O-])C=1CCN(CC1)CC(C)C (4-[3-(methyloxy)-4-nitrophenyl]-1-(2-methylpropyl)-1,2,3,6-tetrahydropyridine). The reagents and catalysts are [Pd].[C] (Pd carbon). Run in CO (MeOH). Run at time 8 hour. Product: COC1=C(C=CC(=C1)C1CCN(CC1)CC(C)C)N ({2-(methyloxy)-4-[1-(2-methylpropyl)-4-piperidinyl]phenyl}amine). The yield is 9891.4%. As a reaction SMILES: [CH3:1][O:2][C:3]1[CH:4]=[C:5]([C:12]2[CH2:13][CH2:14][N:15]([CH2:18][CH:19]([CH3:21])[CH3:20])[CH2:16][CH:17]=2)[CH:6]=[CH:7][C:8]=1[N+:9]([O-])=O>CO.[Pd].[C]>[CH3:1][O:2][C:3]1[CH:4]=[C:5]([CH:12]2[CH2:13][CH2:14][N:15]([CH2:18][CH:19]([CH3:20])[CH3:21])[CH2:16][CH2:17]2)[CH:6]=[CH:7][C:8]=1[NH2:9] |f:2.3|. Procedure: To a solution of 4-[3-(methyloxy)-4-nitrophenyl]-1-(2-methylpropyl)-1,2,3,6-tetrahydropyridine (1.90 g, 0.0655 mmol) in MeOH was added 10% Pd/carbon (0.800 g). The resulting suspension was stirred at rt under 60 psi H2 overnight. Subsequent filtration through celite and concentration under reduced pressure afforded {2-(methyloxy)-4-[1-(2-methylpropyl)-4-piperidinyl]phenyl}amine (1.7 g, 89% yield) as a dark brown solid. 1H NMR (400 MHz, DMSO-d6) δ ppm 6.63 (s, 1H), 6.51 (s, 2H), 4.44 (s, 2H), 3.7... Reactants: C(C)(C)(C)OC(=O)N1CCC(CC1)C(=O)N1CCN(CC1)C1=CC(=C(C=C1)F)C1=NC2=C(N1)C=CC=C2 (4-{4-[3-(1H-Benzoimidazol-2-yl)-4-fluoro-phenyl]-piperazine-1-carbonyl}-piperidine-1-carboxylic acid tert-butyl ester), CCOCC (Et2O). Run in C(Cl)Cl (DCM). Run at time 3 day. The product is N1C(=NC2=C1C=CC=C2)C=2C=C(C=CC2F)N2CCN(CC2)C2(CCNCC2)C=O (4-{4-[3-(1H-Benzoimidazol-2-yl)-4-fluoro-phenyl]-piperazin-1-yl}-piperidin-4-yl-methanone). Isolated yield 72.0%. Reaction SMILES: C(OC(N1CCC(C([N:16]2[CH2:21][CH2:20][N:19]([C:22]3[CH:27]=[CH:26][C:25]([F:28])=[C:24]([C:29]4[NH:33][C:32]5[CH:34]=[CH:35][CH:36]=[CH:37][C:31]=5[N:30]=4)[CH:23]=3)[CH2:18][CH2:17]2)=O)CC1)=O)(C)(C)C.CC[O:40][CH2:41][CH3:42]>C(Cl)Cl>[NH:33]1[C:32]2[CH:34]=[CH:35][CH:36]=[CH:37][C:31]=2[N:30]=[C:29]1[C:24]1[CH:23]=[C:22]([N:19]2[CH2:20][CH2:21][N:16]([C:42]3([CH:41]=[O:40])[CH2:20][CH2:21][NH:16][CH2:17][CH2:18]3)[CH2:17][CH2:18]2)[CH:27]=[CH:26][C:25]=1[F:28]. Reported procedure: To a solution of 4-{4-[3-(1H-Benzoimidazol-2-yl)-4-fluoro-phenyl]-piperazine-1-carbonyl}-piperidine-1-carboxylic acid tert-butyl ester (0.08 g, 0.16 mmol) in DCM (1 mL) 2M HCl in Et2O (3.0 mL) was added and the resulting suspension was stirred at room temperature for 3 days. The reaction was concentrated under reduced pressure, water (8 mL) was added and the solution was concentrated under reduced pressure. The solid was purified by preparative HPLC. HPLC fractions were neutralized with K2CO3 an... Starting materials: C(C)(=O)SCC(C(=O)O)CC1=CC=CC=C1 (2-Acetylthiomethyl-3-phenylpropanoic acid), C(C(=O)Cl)(=O)Cl (oxalyl choride), acid chloride, Cl.NCCC(=O)OCC (β-alanine, ethyl ester, hydrochloride), C(C)(C)N(CC)C(C)C (diisopropylethylamine). The product is C(C)(=O)SCC(C(=O)NCCC(=O)OCC)CC1=CC=CC=C1 ((±)-3-[[2-[(acetylthio)methyl]-1-oxo-3-phenylpropyl]amino]propanoic acid, ethyl ester). As a reaction SMILES: [C:1]([S:4][CH2:5][CH:6]([CH2:10][C:11]1[CH:16]=[CH:15][CH:14]=[CH:13][CH:12]=1)[C:7]([OH:9])=O)(=[O:3])[CH3:2].C(Cl)(=O)C(Cl)=O.Cl.[NH2:24][CH2:25][CH2:26][C:27]([O:29][CH2:30][CH3:31])=[O:28].C(N(C(C)C)CC)(C)C>>[C:1]([S:4][CH2:5][CH:6]([CH2:10][C:11]1[CH:16]=[CH:15][CH:14]=[CH:13][CH:12]=1)[C:7]([NH:24][CH2:25][CH2:26][C:27]([O:29][CH2:30][CH3:31])=[O:28])=[O:9])(=[O:3])[CH3:2] |f:2.3|. Reported procedure: 2-Acetylthiomethyl-3-phenylpropanoic acid is reacted with oxalyl choride and the resulting acid chloride is then reacted with β-alanine, ethyl ester, hydrochloride in the presence of diisopropylethylamine as more fully described in Example 1 of European Patent Application 136,883 to give (±)-3-[[2-[(acetylthio)methyl]-1-oxo-3-phenylpropyl]amino]propanoic acid, ethyl ester. Product: COC1=C(C(=CC=C1)OC)C1CCC(C(N1CC1=CC=C(C=C1)OC(F)(F)F)=O)C (6-(2,6-dimethoxyphenyl)-3-methyl-1-(4-(trifluoromethoxy)benzyl)piperidin-2-one). The reactants are COC1=C(C(=CC=C1)OC)C1CCCC(N1CC1=CC=C(C=C1)OC(F)(F)F)=O (6-(2,6-dimethoxyphenyl)-1-(4-(trifluoromethoxy)benzyl)piperidin-2-one), IC (iodomethane). As a reaction SMILES: [CH3:1][O:2][C:3]1[CH:8]=[CH:7][CH:6]=[C:5]([O:9][CH3:10])[C:4]=1[CH:11]1[N:16]([CH2:17][C:18]2[CH:23]=[CH:22][C:21]([O:24][C:25]([F:28])([F:27])[F:26])=[CH:20][CH:19]=2)[C:15](=[O:29])[CH2:14][CH2:13][CH2:12]1.I[CH3:31]>>[CH3:1][O:2][C:3]1[CH:8]=[CH:7][CH:6]=[C:5]([O:9][CH3:10])[C:4]=1[CH:11]1[N:16]([CH2:17][C:18]2[CH:23]=[CH:22][C:21]([O:24][C:25]([F:27])([F:26])[F:28])=[CH:20][CH:19]=2)[C:15](=[O:29])[CH:14]([CH3:31])[CH2:13][CH2:12]1. Procedure details: Prepared according to the described general procedure 8 (GP8) by C-alkylation of 6-(2,6-dimethoxyphenyl)-1-(4-(trifluoromethoxy)benzyl)piperidin-2-one with commercially available iodomethane. Subsequent purification by preparative HPLC afforded the target compound. LC-MS (conditions E): tR=0.84 min.; [M+H]+: 424.22 g/mol. Reactants: NC=1C=CC(=C(C1)[C@]1(N=C(COCC1(F)F)N)C)F ((R)-5-(5-amino-2-fluorophenyl)-6,6-difluoro-5-methyl-2,5,6,7-tetrahydro-1,4-oxazepin-3-amine), FCCOC=1N=CC(=NC1)C(=O)O (5-(2-fluoro-ethoxy) -pyrazine-2-carboxylic acid). The product is C(=O)O.NC=1COCC([C@@](N1)(C)C=1C=C(C=CC1F)NC(=O)C1=NC=C(N=C1)OCCF)(F)F ((R)-N-(3-(3-Amino-6,6-difluoro-5-methyl-2,5,6,7-tetrahydro-1,4-oxazepin-5-yl)-4-fluorophenyl)-5-(2-fluoroethoxy)pyrazine-2-carboxamide formate). As a reaction SMILES: [NH2:1][C:2]1[CH:3]=[CH:4][C:5]([F:19])=[C:6]([C@:8]2([CH3:18])[C:14]([F:16])([F:15])[CH2:13][O:12][CH2:11][C:10]([NH2:17])=[N:9]2)[CH:7]=1.[F:20][CH2:21][CH2:22][O:23][C:24]1[N:25]=[CH:26][C:27]([C:30]([OH:32])=[O:31])=[N:28][CH:29]=1>>[CH:30]([OH:32])=[O:31].[NH2:17][C:10]1[CH2:11][O:12][CH2:13][C:14]([F:15])([F:16])[C@:8]([C:6]2[CH:7]=[C:2]([NH:1][C:30]([C:27]3[CH:26]=[N:25][C:24]([O:23][CH2:22][CH2:21][F:20])=[CH:29][N:28]=3)=[O:31])[CH:3]=[CH:4][C:5]=2[F:19])([CH3:18])[N:9]=1 |f:2.3|. Procedure: The coupling of (R)-5-(5-amino-2-fluorophenyl)-6,6-difluoro-5-methyl-2,5,6,7-tetrahydro-1,4-oxazepin-3-amine (intermediate A10A) and 5-(2-fluoro-ethoxy) -pyrazine-2-carboxylic acid (prepared according to Suzuki, Y. et al., Int. Patent Application Publ. No. WO2009091016) yielded the title compound as an off-white amorphous material. MS (ISP): m/z=442.3 [M+H]+.